Dataset: the Open Reaction Database (ORD), a public repository of structured organic reaction records. Task: describe an organic reaction: reactants, conditions, products, and yield Reactants: ClC1=C(C=CC(=C1)F)S(=O)(=O)[C@@H]1C[C@H](N(C1)C1=CC(=NN1C1CCOCC1)C)C(=O)NC1(CC1)C#N ((2S,4R)-4-(2-chloro-4-fluorophenylsulfonyl)-N-(1-cyanocyclopropyl)-1-(3-methyl-1-(tetrahydro-2H-pyran-4-yl)-1H-pyrazol-5-yl)pyrrolidine-2-carboxamide), C(C)(C)(C)N1CCNCC1 (1-tert-butylpiperazine). Yields the product C(#N)C1(CC1)NC(=O)[C@H]1N(C[C@@H](C1)S(=O)(=O)C1=C(C=C(C=C1)N1CCN(CC1)C(C)(C)C)Cl)C=1N(N=C(C1)C)C1CCOCC1 ((2S,4R)-4-[4-(4-tert-Butyl-piperazin-1-yl)-2-chloro-benzenesulfonyl]-1-[5-methyl-2-(tetrahydro-pyran-4-yl)-2H-pyrazol-3-yl]-pyrrolidine-2-carboxylic acid (1-cyano-cyclopropyl)-amide). As a reaction SMILES: [Cl:1][C:2]1[CH:7]=[C:6](F)[CH:5]=[CH:4][C:3]=1[S:9]([C@H:12]1[CH2:16][N:15]([C:17]2[N:21]([CH:22]3[CH2:27][CH2:26][O:25][CH2:24][CH2:23]3)[N:20]=[C:19]([CH3:28])[CH:18]=2)[C@H:14]([C:29]([NH:31][C:32]2([C:35]#[N:36])[CH2:34][CH2:33]2)=[O:30])[CH2:13]1)(=[O:11])=[O:10].[C:37]([N:41]1[CH2:46][CH2:45][NH:44][CH2:43][CH2:42]1)([CH3:40])([CH3:39])[CH3:38]>>[C:35]([C:32]1([NH:31][C:29]([C@@H:14]2[CH2:13][C@@H:12]([S:9]([C:3]3[CH:4]=[CH:5][C:6]([N:44]4[CH2:45][CH2:46][N:41]([C:37]([CH3:40])([CH3:39])[CH3:38])[CH2:42][CH2:43]4)=[CH:7][C:2]=3[Cl:1])(=[O:11])=[O:10])[CH2:16][N:15]2[C:17]2[N:21]([CH:22]3[CH2:27][CH2:26][O:25][CH2:24][CH2:23]3)[N:20]=[C:19]([CH3:28])[CH:18]=2)=[O:30])[CH2:34][CH2:33]1)#[N:36]. Procedure: In analogy to the procedure described in example 389, (2S,4R)-4-(2-chloro-4-fluorophenylsulfonyl)-N-(1-cyanocyclopropyl)-1-(3-methyl-1-(tetrahydro-2H-pyran-4-yl)-1H-pyrazol-5-yl)pyrrolidine-2-carboxamide (example 464d) was reacted with 1-tert-butylpiperazine (CAS Reg. No. 38216-72-7) to give the title compound as colorless oil. MS (ESI): m/z=658.4 [M+H]+.